This data is from the Open Reaction Database (ORD), a public repository of structured organic reaction records. The task is: describe an organic reaction: reactants, conditions, products, and yield Starting materials: CC1([C@@H]2[C@H]1CC1=C(SC(=C21)C)C(=O)O)C ((1aS,5aR)-1,1,2-trimethyl-1,1a,5,5a-tetrahydro-3-thia-cyclopropa[a]pentalene-4-carboxylic acid), NCC1=C(C=C(OC(CC)O)C=C1)OC (1-(4-aminomethyl-3-methoxy-phenoxy)-propanol), CN(C)C(=[N+](C)C)ON1C2=C(C=CC=C2)N=N1.[B-](F)(F)(F)F (TBTU), C(C)N(C(C)C)C(C)C (ethyl-diisopropylamine). Run in CN(C)C=O (DMF). Conditions: time 30 minute. Product: OCCCOC1=CC(=C(CNC(=O)C2=C3C[C@@H]4[C@H](C3=C(S2)C)C4(C)C)C=C1)OC ((1aS,5aR)-1,1,2-trimethyl-1,1a,5,5a-tetrahydro-3-thia-cyclopropa[a]pentalene-4-carboxylic acid 4-(3-hydroxy-propoxy)-2-methoxy-benzylamide). Yield: 42.3%. Reaction SMILES: [CH3:1][C:2]1([CH3:15])[C@@H:4]2[CH2:5][C:6]3[C:10]([C@H:3]12)=[C:9]([CH3:11])[S:8][C:7]=3[C:12]([OH:14])=O.CN(C([O:23]N1N=NC2C=CC=CC1=2)=[N+](C)C)C.[B-](F)(F)(F)F.C(N(C(C)C)C(C)C)C.[NH2:47][CH2:48][C:49]1[CH:59]=[CH:58][C:52]([O:53][CH:54](O)[CH2:55][CH3:56])=[CH:51][C:50]=1[O:60][CH3:61]>CN(C=O)C>[OH:23][CH2:56][CH2:55][CH2:54][O:53][C:52]1[CH:58]=[CH:59][C:49]([CH2:48][NH:47][C:12]([C:7]2[S:8][C:9]([CH3:11])=[C:10]3[C:6]=2[CH2:5][C@H:4]2[C:2]([CH3:1])([CH3:15])[C@H:3]23)=[O:14])=[C:50]([O:60][CH3:61])[CH:51]=1 |f:1.2|. Procedure details: A solution of (1aS,5aR)-1,1,2-trimethyl-1,1a,5,5a-tetrahydro-3-thia-cyclopropa[a]pentalene-4-carboxylic acid (8.2 mg, 0.037 mmol), TBTU (11.9 mg, 0.037 mmol) and ethyl-diisopropylamine (19 μL, 0.111 mmol) in DMF (1 mL) is allowed to stand at rt for 30 min. The solution is added to 1-(4-aminomethyl-3-methoxy-phenoxy)-propanol (7.8 mg, 0.037 mmol) and the mixture is allowed to stand at rt for 1 h. The mixture is separated by prep. HPLC to afford (1aS,5aR)-1,1,2-trimethyl-1,1a,5,5a-tetrahydro-3-thi...